From a dataset of the Open Reaction Database (ORD), a public repository of structured organic reaction records. describe an organic reaction: reactants, conditions, products, and yield Reactants: Cn1ccc2ccc(Br)cc21, CCO, Cc1ccccc1, OB(O)c1ccc(C(F)(F)F)cc1, [Na], O=C([O-])[O-], O, [Pd], c1ccc(P(c2ccccc2)c2ccccc2)cc1, c1ccc(P(c2ccccc2)c2ccccc2)cc1, c1ccc(P(c2ccccc2)c2ccccc2)cc1, c1ccc(P(c2ccccc2)c2ccccc2)cc1. Product: Cn1ccc2ccc(-c3ccc(C(F)(F)F)cc3)cc21. RXN SMILES: [Br:1][c:2]1[cH:3][cH:4][c:5]2[cH:6][cH:7][n:8]([CH3:11])[c:9]2[cH:10]1.[CH3:31][CH2:32][OH:33].[CH3:34][c:35]1[cH:36][cH:37][cH:38][cH:39][cH:40]1.[F:12][C:13]([c:14]1[cH:15][cH:16][c:17]([B:20]([OH:21])[OH:22])[cH:18][cH:19]1)([F:23])[F:24].[Na:25].[O-:26][C:27](=[O:28])[O-:29].[OH2:30].[Pd:41].[c:42]1([P:43]([c:44]2[cH:45][cH:46][cH:47][cH:48][cH:49]2)[c:50]2[cH:51][cH:52][cH:53][cH:54][cH:55]2)[cH:56][cH:57][cH:58][cH:59][cH:60]1.[c:61]1([P:62]([c:63]2[cH:64][cH:65][cH:66][cH:67][cH:68]2)[c:69]2[cH:70][cH:71][cH:72][cH:73][cH:74]2)[cH:75][cH:76][cH:77][cH:78][cH:79]1.[c:80]1([P:81]([c:82]2[cH:83][cH:84][cH:85][cH:86][cH:87]2)[c:88]2[cH:89][cH:90][cH:91][cH:92][cH:93]2)[cH:94][cH:95][cH:96][cH:97][cH:98]1.[c:99]1([P:100]([c:101]2[cH:102][cH:103][cH:104][cH:105][cH:106]2)[c:107]2[cH:108][cH:109][cH:110][cH:111][cH:112]2)[cH:113][cH:114][cH:115][cH:116][cH:117]1>>[c:2]1(-[c:17]2[cH:16][cH:15][c:14]([C:13]([F:12])([F:23])[F:24])[cH:19][cH:18]2)[cH:3][cH:4][c:5]2[cH:6][cH:7][n:8]([CH3:11])[c:9]2[cH:10]1. Reactants: CN1CCCC1=O, Clc1nc[nH]n1, Cc1cc(-c2cccc(C(F)(F)F)c2)c(Cl)nc1C(=O)N1CCC(N2CCCC2)CC1, [H-], [Na+]. Product: Cc1cc(-c2cccc(C(F)(F)F)c2)c(-n2cnc(Cl)n2)nc1C(=O)N1CCC(N2CCCC2)CC1. Reaction SMILES: [CH3:40][N:41]1[CH2:42][CH2:43][CH2:44][C:45]1=[O:46].[Cl:1][c:2]1[n:3][nH:4][cH:5][n:6]1.[Cl:9][c:10]1[c:11](-[c:30]2[cH:31][c:32]([C:36]([F:37])([F:38])[F:39])[cH:33][cH:34][cH:35]2)[cH:12][c:13]([CH3:29])[c:14]([C:16](=[O:17])[N:18]2[CH2:19][CH2:20][CH:21]([N:24]3[CH2:25][CH2:26][CH2:27][CH2:28]3)[CH2:22][CH2:23]2)[n:15]1.[H-:7].[Na+:8]>>[Cl:1][c:2]1[n:3][n:4](-[c:10]2[c:11](-[c:30]3[cH:31][c:32]([C:36]([F:37])([F:38])[F:39])[cH:33][cH:34][cH:35]3)[cH:12][c:13]([CH3:29])[c:14]([C:16](=[O:17])[N:18]3[CH2:19][CH2:20][CH:21]([N:24]4[CH2:25][CH2:26][CH2:27][CH2:28]4)[CH2:22][CH2:23]3)[n:15]2)[cH:5][n:6]1. The reactants are [Mn](=O)(=O)(=O)[O-].[K+] (potassiumpermanganate), NS(=O)C1=C(N(C2=CC=C(C=C12)OC)C)C(=O)OC (methyl 3-aminosulfinyl-5-methoxy-1-methyl-indole-2-carboxylate). Run in O (water), CC(=O)C (acetone). The product is COC=1C=C2C(=C(N(C2=CC1)C)C(=O)OC)S(N)(=O)=O (methyl 5-methoxy-1-methyl-3-sulfamoyl-indole-2-carboxylate), COC1=CC=2C3=C(N(C2C=C1)C)C(NS3(=O)=O)=O (7-methoxy-4-methyl-2H-isothiazolo[4,5-b]indole-3(4H)-one-1,1-dioxide). Yield: 19.0%. RXN SMILES: [NH2:1][S:2]([C:4]1[C:12]2[C:7](=[CH:8][CH:9]=[C:10]([O:13][CH3:14])[CH:11]=2)[N:6]([CH3:15])[C:5]=1[C:16]([O:18][CH3:19])=[O:17])=[O:3].[Mn]([O-])(=O)(=O)=[O:21].[K+]>CC(C)=O.O>[CH3:14][O:13][C:10]1[CH:11]=[C:12]2[C:7](=[CH:8][CH:9]=1)[N:6]([CH3:15])[C:5]([C:16]([O:18][CH3:19])=[O:17])=[C:4]2[S:2](=[O:21])(=[O:3])[NH2:1].[CH3:14][O:13][C:10]1[CH:9]=[CH:8][C:7]2[N:6]([CH3:15])[C:5]3[C:16](=[O:18])[NH:1][S:2](=[O:3])(=[O:21])[C:4]=3[C:12]=2[CH:11]=1 |f:1.2|. Procedure details: A suspension of 40.8 gm (0.145 mol) of methyl 3-aminosulfinyl-5-methoxy-1-methyl-indole-2-carboxylate in 3 liters of acetone was reacted with 17.4 gm (0.11 mol) of potassiumpermanganate in 350 ml of water and processed analogous to Example 18(c). 33.7 gm (78% of theory) of methyl 5-methoxy-1-methyl-3-sulfamoyl-indole-2-carboxylate, M.p.: 190° C., and 7.4 gm (19% of theory) of 7-methoxy-4-methyl-2H-isothiazolo[4,5-b]indole-3(4H)-one-1,1-dioxide, M.p.: above 290° C. (decomposition), were obtained. Starting materials: BrCc1ccccc1, O=C([O-])[O-], CCOC(C)=O, [K+], [K+], CN(C)C=O, COC(=O)c1cc(O)cc(OC(C)CO)c1. Product: COC(=O)c1cc(OCc2ccccc2)cc(OC(C)CO)c1. Reaction SMILES: [Br:1][CH2:2][c:3]1[cH:4][cH:5][cH:6][cH:7][cH:8]1.[C:25](=[O:26])([O-:27])[O-:28].[CH3:31][CH2:32][O:33][C:34](=[O:35])[CH3:36].[K+:29].[K+:30].[O:37]=[CH:38][N:39]([CH3:40])[CH3:41].[OH:9][c:10]1[cH:11][c:12]([C:13](=[O:14])[O:15][CH3:16])[cH:17][c:18]([O:20][CH:21]([CH2:22][OH:23])[CH3:24])[cH:19]1>>[CH2:2]([c:3]1[cH:4][cH:5][cH:6][cH:7][cH:8]1)[O:9][c:10]1[cH:11][c:12]([C:13](=[O:14])[O:15][CH3:16])[cH:17][c:18]([O:20][CH:21]([CH2:22][OH:23])[CH3:24])[cH:19]1. Starting materials: C1(=CC=CC=C1)C=1C(=NC=2N(C1)N=C(N2)C#C[Si](C)(C)C)C2=CC=C(C=O)C=C2 (4-{6-phenyl-2-[(trimethylsilyl)ethynyl][1,2,4]triazolo[1,5-a]pyrimidin-5-yl}benzaldehyde), [BH-](OC(=O)C)(OC(=O)C)OC(=O)C.[Na+] (NaBH(OAc)3), 2-(5-piperidin-4H[1,2,4]triazol-3-yl)-pyridine, N(N)C(=O)C1CCN(CC1)C(=O)OC(C)(C)C (tert-butyl 4-(hydrazinocarbonyl)piperidine-1-carboxylate), N1=C(C=CC=C1)C#N (pyridine-2-carbonitrile), [BH-](OC(=O)C)(OC(=O)C)OC(=O)C.[Na+] (NaBH(OAc)3). The solvent is CN(C)C=O (DMF), C(C)(=O)O (acetic acid), C(C)N(CC)CC (triethylamine), CO (methanol). Yields the product C(#C)C1=NN2C(N=C(C(=C2)C2=CC=CC=C2)C2=CC=C(C=C2)CN2CCC(CC2)C2=NNC(=N2)C2=NC=CC=C2)=N1 (2-Ethynyl-6-phenyl-5-(4-{[4-(5-pyridin-2-yl-1H-1,2,4-triazol-3-yl)piperidin-1-yl]methyl}phenyl)[1,2,4]triazolo[1,5-a]pyrimidine). RXN SMILES: [NH:1]([C:3]([CH:5]1[CH2:10][CH2:9][N:8]([C:11](OC(C)(C)C)=O)[CH2:7][CH2:6]1)=O)[NH2:2].[N:18]1[CH:23]=[CH:22][CH:21]=[CH:20][C:19]=1[C:24]#[N:25].[C:26]1([C:32]2[C:33]([C:47]3[CH:54]=[CH:53][C:50](C=O)=[CH:49][CH:48]=3)=[N:34][C:35]3[N:36]([N:38]=[C:39]([C:41]#[C:42][Si](C)(C)C)[N:40]=3)[CH:37]=2)[CH:31]=[CH:30][CH:29]=[CH:28][CH:27]=1.[BH-](OC(C)=O)(OC(C)=O)OC(C)=O.[Na+]>CO.CN(C=O)C.C(O)(=O)C.C(N(CC)CC)C>[C:41]([C:39]1[N:40]=[C:35]2[N:34]=[C:33]([C:47]3[CH:54]=[CH:53][C:50]([CH2:11][N:8]4[CH2:7][CH2:6][CH:5]([C:3]5[N:25]=[C:24]([C:19]6[CH:20]=[CH:21][CH:22]=[CH:23][N:18]=6)[NH:2][N:1]=5)[CH2:10][CH2:9]4)=[CH:49][CH:48]=3)[C:32]([C:26]3[CH:31]=[CH:30][CH:29]=[CH:28][CH:27]=3)=[CH:37][N:36]2[N:38]=1)#[CH:42] |f:3.4|. Reported procedure: 0.12 ml triethylamine are added to a solution of 137 mg 2-(5-piperidin-4H[1,2,4]triazol-3-yl)-pyridine*2HCl (prepared from tert-butyl 4-(hydrazinocarbonyl)piperidine-1-carboxylate and pyridine-2-carbonitrile according to a procedure described in U.S. Pat. No. 4,011,218 or WO2005100344) in 5 ml methanol. To this solution a solution of 150 mg 4-{6-phenyl-2-[(trimethylsilyl)ethynyl][1,2,4]triazolo[1,5-a]pyrimidin-5-yl}benzaldehyde in 5 ml DMF is added, followed by 0.057 ml glacial acetic acid and 1... The reactants are C(C1=CC=CC=C1)OC1C(C2(CCC1)OCCO2)(CCCC(C)O)C (3-benzyloxy-1,1-ethylenedioxy-2-methyl-2-(4'-hydroxypentyl)-cyclohexane), N1=CC=CC=C1 (pyridine). The reagents and catalysts are [O-2].[O-2].[O-2].[Cr+6] (chromium trioxide). Solvent: C(Cl)Cl (methylene chloride), CCOCC (ether), C(Cl)Cl (methylene chloride). Conditions: temperature 23 celsius, time 90 minute. Yields the product C(C1=CC=CC=C1)OC1C(C2(CCC1)OCCO2)(CCCC(C)=O)C (3-benzyloxy-1,1-ethylenedioxy-2-methyl-2-(4'-oxopentyl)-cyclohexane). The yield is 61.2%. RXN SMILES: N1C=CC=CC=1.[CH2:7]([O:14][CH:15]1[CH2:20][CH2:19][CH2:18][C:17]2([O:24][CH2:23][CH2:22][O:21]2)[C:16]1([CH3:31])[CH2:25][CH2:26][CH2:27][CH:28]([OH:30])[CH3:29])[C:8]1[CH:13]=[CH:12][CH:11]=[CH:10][CH:9]=1>C(Cl)Cl.CCOCC.[O-2].[O-2].[O-2].[Cr+6]>[CH2:7]([O:14][CH:15]1[CH2:20][CH2:19][CH2:18][C:17]2([O:21][CH2:22][CH2:23][O:24]2)[C:16]1([CH3:31])[CH2:25][CH2:26][CH2:27][C:28](=[O:30])[CH3:29])[C:8]1[CH:13]=[CH:12][CH:11]=[CH:10][CH:9]=1 |f:4.5.6.7|. Reported procedure: A solution of pyridine (70.3 g, 0.89 mol) and chromium trioxide (44.5 g, 0.445 mol) in methylene chloride (1.8 l) in a nitrogen atmosphere is stirred for 45 minutes. Celite (180 g) is added followed by (2S*, 3R*)-3-benzyloxy-1,1-ethylenedioxy-2-methyl-2-(4'-hydroxypentyl)-cyclohexane (25.8 g, 0.074 mol) in methylene chloride (100 ml). The mixture is stirred for 90 minutes at 23° C. The mixture is then filtered and the celite cake is washed with methylene chloride (10×200 ml). The filtrate and wa... The reactants are O (water), C(C)C1C(CC(C(C(OC(C2CCCCN2C(C(C2(C(CC(C(C(CC(CC(=C1)C)C)OC)O2)OC)C)O)=O)=O)=O)C(=CC2CC(C(CC2)O)OS(=O)(=O)C2=C(C=CC=C2)[N+](=O)[O-])C)C)O[Si](C)(C)C(C)(C)C)=O (17-Ethyl-1-hydroxy-12-[2'-[3"-(2"'-nitrobenzenesulfonyloxy)-4"-hydroxycyclohexyl]-1'-methylvinyl]-14-tert-butyldimethylsilyloxy-23,25-dimethoxy-13,19,21,27-tetramethyl-11,28-dioxa-4-azatricyclo[22.3.1.04,9 ]octacos-18-ene-2,3,10,16-tetraone), C(C)C1C(CC(C(C(OC(C2CCCCN2C(C(C2(C(CC(C(C(CC(CC(=C1)C)C)OC)O2)OC)C)O)=O)=O)=O)C(=CC2CC(C(CC2)O)OS(=O)(=O)C2=C(C=CC=C2)[N+](=O)[O-])C)C)O[Si](C)(C)C(C)(C)C)=O (17-Ethyl-1-hydroxy-12-[2'-[3"-(2"'-nitrobenzenesulfonyloxy)-4"-hydroxycyclohexyl]-1'-methylvinyl]-14-tert-butyldimethylsilyloxy-23,25-dimethoxy-13,19,21,27-tetramethyl-11,28-dioxa-4-azatricyclo[22.3.1.04,9 ]octacos-18-ene-2,3,10,16-tetraone), [N-]=[N+]=[N-].[Na+] (sodium azide). The solvent is CN(C)C=O (DMF). Product: C(C)C1C(CC(C(C(OC(C2CCCCN2C(C(C2(C(CC(C(C(CC(CC(=C1)C)C)OC)O2)OC)C)O)=O)=O)=O)C(=CC2CC(C(CC2)N=[N+]=[N-])O)C)C)O)=O (17-ethyl-1,14-dihydroxy-12-[2'-(4"-azido-3"-hydroxycyclohexyl)-1'-methylvinyl]-23,25-dimethoxy-13,19,21,27-tetramethyl-11,28-dioxa-4-azatricyclo[22.3.1.04,9 ]octacos-18-ene-2,3,10,16-tetraone). The yield is 40.9%. Reaction SMILES: [CH2:1]([CH:3]1[CH:29]=[C:28]([CH3:30])[CH2:27][CH:26]([CH3:31])[CH2:25][CH:24]([O:32][CH3:33])[CH:23]2[O:34][C:19]([OH:38])([CH:20]([CH3:37])[CH2:21][CH:22]2[O:35][CH3:36])[C:18](=[O:39])[C:17](=[O:40])[N:16]2[CH:11]([CH2:12][CH2:13][CH2:14][CH2:15]2)[C:10](=[O:41])[O:9][CH:8]([C:42]([CH3:64])=[CH:43][CH:44]2[CH2:49][CH2:48][CH:47](O)[CH:46]([O:51]S(C3C=CC=CC=3[N+]([O-])=O)(=O)=O)[CH2:45]2)[CH:7]([CH3:65])[CH:6]([O:66][Si](C(C)(C)C)(C)C)[CH2:5][C:4]1=[O:74])[CH3:2].[N-:75]=[N+:76]=[N-:77].[Na+].O>CN(C=O)C>[CH2:1]([CH:3]1[CH:29]=[C:28]([CH3:30])[CH2:27][CH:26]([CH3:31])[CH2:25][CH:24]([O:32][CH3:33])[CH:23]2[O:34][C:19]([OH:38])([CH:20]([CH3:37])[CH2:21][CH:22]2[O:35][CH3:36])[C:18](=[O:39])[C:17](=[O:40])[N:16]2[CH:11]([CH2:12][CH2:13][CH2:14][CH2:15]2)[C:10](=[O:41])[O:9][CH:8]([C:42]([CH3:64])=[CH:43][CH:44]2[CH2:49][CH2:48][CH:47]([N:75]=[N+:76]=[N-:77])[CH:46]([OH:51])[CH2:45]2)[CH:7]([CH3:65])[CH:6]([OH:66])[CH2:5][C:4]1=[O:74])[CH3:2] |f:1.2|. Procedure details: A solution of 17-ethyl-1,14-dihydroxy-12-[2'-[4"-(2"'-nitrobenzenesulfonyloxy)-3"-hydroxycyclohexyl]-1'-methylvinyl]-23,25-dimethoxy-13,19,21,27-tetramethyl-11,28-dioxa-4-azatricyclo[22.3.1.04,9 ]octacos-18-ene-2,3,10,16-tetraone (105 mg, Example 64, compound A) in dry DMF (1 ml) with sodium azide (22 mg) was heated to 50° C. for 3 h. The reaction mixture was cooled, poured into water and extracted with ethyl acetate. The combined organic layers were washed with brine, dried over sodium sulfate ... Starting materials: C(C)OC(=O)C=1C=2C[C@@H]3[C@H](C2N(N1)C1=C(C=C(C=C1)F)F)C3 ((1aR,5aR)-2-(2,4-difluoro-phenyl)-1a,2,5,5a-tetrahydro-1H-2,3-diaza-cyclopropa[a]pentalene-4-carboxylic acid ethyl ester), aqueous solution, [OH-].[Na+] (sodium hydroxide). Run in CO (methanol), C1CCOC1 (THF). Reaction conditions: temperature 23 celsius, time 3 hour. Yields the product FC1=C(C=CC(=C1)F)N1N=C(C=2C[C@@H]3[C@H](C12)C3)C(=O)O ((1aR,5aR)-2-(2,4-Difluoro-phenyl)-1a,2,5,5a-tetrahydro-1H-2,3-diaza-cyclopropa[a]pentalene-4-carboxylic Acid). The yield is 98.9%. RXN SMILES: C([O:3][C:4]([C:6]1[C:7]2[CH2:8][C@H:9]3[CH2:22][C@H:10]3[C:11]=2[N:12]([C:14]2[CH:19]=[CH:18][C:17]([F:20])=[CH:16][C:15]=2[F:21])[N:13]=1)=[O:5])C.[OH-].[Na+]>CO.C1COCC1>[F:21][C:15]1[CH:16]=[C:17]([F:20])[CH:18]=[CH:19][C:14]=1[N:12]1[C:11]2[C@@H:10]3[CH2:22][C@@H:9]3[CH2:8][C:7]=2[C:6]([C:4]([OH:5])=[O:3])=[N:13]1 |f:1.2|. Procedure details: To a solution of (1aR,5aR)-2-(2,4-difluoro-phenyl)-1a,2,5,5a-tetrahydro-1H-2,3-diaza-cyclopropa[a]pentalene-4-carboxylic acid ethyl ester (17.4 g, 57.2 mmol) in methanol (100 mL) and THF (100 mL) was added a 2.0 M aqueous solution of sodium hydroxide (86 mL, 172 mmol). The resulting orange solution was stirred at 23° C. for 3 h. The organic solvents were removed under reduced pressure. The remaining aqueous solution was diluted to 150 mL with water and then acidified to pH 2 by addition of 6 M H... Reactants: CC(C)(C)OC(=O)N1CCNCC1, C1=CC=C(C=C1)COC2=CN=C(C=C2)Cl. Reagents/catalysts: CC(C)(C)[O-].[Na+], C1=CC=C(C=C1)P(C2=CC=CC=C2)C3=C(C4=CC=CC=C4C=C3)C5=C(C=CC6=CC=CC=C65)P(C7=CC=CC=C7)C8=CC=CC=C8, C1=CC=C(C=C1)/C=C/C(=O)/C=C/C2=CC=CC=C2.C1=CC=C(C=C1)/C=C/C(=O)/C=C/C2=CC=CC=C2.[Pd]. Run in CC1=CC=CC=C1. Run at temperature 80 celsius. Yields the product CC(C)(C)OC(=O)N1CCN(CC1)C2=NC=C(C=C2)OCC3=CC=CC=C3. Isolated yield 68.8%. Procedure: BIS(DIBENZYLIDENEACETONE)PALLADIUM (0.055 g, 0.10 mmol) was added to tert- butyl piperazine-1-carboxylate (1.952 g, 10.48 mmol), 5-(benzyloxy)-2-chloropyridine (2.093 g, 9.53 mmol), 2,2'-bis(diphenylphosphino)-1,1'-binaphthyl (0.059 g, 0.10 mmol) and sodium 2-methylpropan-2-olate (1.282 g, 13.34 mmol) in toluene (30 mL) at 20ºC under nitrogen. The resulting solution was stirred at 80 °C for 16 hours then cooled to room temperature. The reaction mixture was filtered through celite, filtrate parti...